Dataset: the Open Reaction Database (ORD), a public repository of structured organic reaction records. Task: describe an organic reaction: reactants, conditions, products, and yield The reactants are CCOC(=O)CN1C(=O)C(O)(c2cc(F)c(F)cc2O)c2c(Br)cccc21, CC[SiH](CC)CC, CCOC(C)=O. Yields the product CCOC(=O)CN1C(=O)C(c2cc(F)c(F)cc2O)c2c(Br)cccc21. Reaction SMILES: [Br:1][c:2]1[c:3]2[c:7]([cH:8][cH:9][cH:10]1)[N:6]([CH2:11][C:12](=[O:13])[O:14][CH2:15][CH3:16])[C:5](=[O:17])[C:4]2([OH:18])[c:19]1[c:20]([OH:27])[cH:21][c:22]([F:26])[c:23]([F:25])[cH:24]1.[CH2:28]([SiH:29]([CH2:30][CH3:31])[CH2:32][CH3:33])[CH3:34].[CH3:35][CH2:36][O:37][C:38](=[O:39])[CH3:40]>>[Br:1][c:2]1[c:3]2[c:7]([cH:8][cH:9][cH:10]1)[N:6]([CH2:11][C:12](=[O:13])[O:14][CH2:15][CH3:16])[C:5](=[O:17])[CH:4]2[c:19]1[c:20]([OH:27])[cH:21][c:22]([F:26])[c:23]([F:25])[cH:24]1. The reactants are CC(C)CCNC(=O)n1ccc2cc(Oc3ccnc(NC(=O)N4CCC(N5CCCC5)CC4)c3)ccc21, CN(C)C=O, CC(C)CCNC(=O)n1ccc2cc(Oc3ccnc(NC(=O)Oc4ccccc4)c3)ccc21, OC1CCNCC1. Product: CC(C)CCNC(=O)n1ccc2cc(Oc3ccnc(NC(=O)N4CCC(O)CC4)c3)ccc21. Reaction SMILES: [CH3:42][CH:43]([CH3:44])[CH2:45][CH2:46][NH:47][C:48]([n:49]1[c:50]2[c:51]([cH:52][c:53]([O:54][c:55]3[cH:56][cH:57][n:58][c:59]([NH:60][C:61]([N:62]4[CH2:63][CH2:64][CH:65]([N:66]5[CH2:67][CH2:68][CH2:69][CH2:70]5)[CH2:71][CH2:72]4)=[O:73])[cH:74]3)[cH:75][cH:76]2)[cH:77][cH:78]1)=[O:79].[CH3:80][N:81]([CH3:82])[CH:83]=[O:84].[CH3:8][CH:9]([CH2:10][CH2:11][NH:12][C:13](=[O:14])[n:15]1[cH:16][cH:17][c:18]2[cH:19][c:20]([O:24][c:25]3[cH:26][c:27]([NH:31][C:32]([O:33][c:34]4[cH:35][cH:36][cH:37][cH:38][cH:39]4)=[O:40])[n:28][cH:29][cH:30]3)[cH:21][cH:22][c:23]12)[CH3:41].[OH:1][CH:2]1[CH2:3][CH2:4][NH:5][CH2:6][CH2:7]1>>[OH:1][CH:2]1[CH2:3][CH2:4][N:5]([C:32]([NH:31][c:27]2[cH:26][c:25]([O:24][c:20]3[cH:19][c:18]4[cH:17][cH:16][n:15]([C:13]([NH:12][CH2:11][CH2:10][CH:9]([CH3:8])[CH3:41])=[O:14])[c:23]4[cH:22][cH:21]3)[cH:30][cH:29][n:28]2)=[O:40])[CH2:6][CH2:7]1.